describe an organic reaction: reactants, conditions, products, and yield From a dataset of the Open Reaction Database (ORD), a public repository of structured organic reaction records. The reactants are CC(C)(C)N, CSC(Oc1cc(C)c2ncc(I)cc2c1)C(=O)O. The product is CSC(Oc1cc(C)c2ncc(I)cc2c1)C(=O)NC(C)(C)C. As a reaction SMILES: [C:20]([CH3:21])([CH3:22])([CH3:23])[NH2:24].[I:1][c:2]1[cH:3][n:4][c:5]2[c:6]([CH3:19])[cH:7][c:8]([O:12][CH:13]([C:14](=[O:15])[OH:16])[S:17][CH3:18])[cH:9][c:10]2[cH:11]1>>[I:1][c:2]1[cH:3][n:4][c:5]2[c:6]([CH3:19])[cH:7][c:8]([O:12][CH:13]([C:14](=[O:16])[NH:24][C:20]([CH3:21])([CH3:22])[CH3:23])[S:17][CH3:18])[cH:9][c:10]2[cH:11]1. Starting materials: Ethyl ester, C(C)(C)(C)OC(=O)N1[C@H](C(=O)O)C[C@@H](O)C1 (1-t-butoxycarbonyl-L-hydroxy-proline), C1(CCCCC1)N=C=NC1CCCCC1 (dicyclohexylcarbodiimide), N1=CC=CC=C1 (pyridine), FC(C(=O)O)(F)F (trifluoroacetic acid). The solvent is C(C)(=O)OCC (ethyl acetate), CS(=O)C (DMSO). The product is C(C)(C)(C)OC(=O)N1C(CC(C1)=O)C(=O)OCC (1-t-Butoxycarbonyl-2-ethoxycarbonyl-4-oxopyrrolidine). Reaction SMILES: [C:1]([O:5][C:6]([N:8]1[CH2:16][C@H:14]([OH:15])[CH2:13][C@H:9]1[C:10]([OH:12])=[O:11])=[O:7])([CH3:4])([CH3:3])[CH3:2].[CH:17]1(N=C=NC2CCCCC2)CCCC[CH2:18]1.N1C=CC=CC=1.FC(F)(F)C(O)=O>CS(C)=O.C(OCC)(=O)C>[C:1]([O:5][C:6]([N:8]1[CH2:16][C:14](=[O:15])[CH2:13][CH:9]1[C:10]([O:12][CH2:17][CH3:18])=[O:11])=[O:7])([CH3:4])([CH3:2])[CH3:3]. Procedure details: Ethyl ester of 1-t-butoxycarbonyl-L-hydroxy-proline (7.77 g) was dissolved in DMSO (30 ml), added dicyclohexylcarbodiimide (18.4 g) and 2.4 ml of pyridine and 1.2 ml of trifluoroacetic acid were added dropwise at room temperature while stirring. The mixture was stirred for two hours at that temperature, then ethyl acetate was added to the reaction mixture and insolubles were filtered off. The filtrate was washed with water, dried over Na2SO4 and distilled off the solvent used, under reduced pres... Starting materials: O=C([O-])[O-], CCO, OB(O)c1ccccc1Cl, Nc1ccc(Br)cn1, [Na+], [Na+], [Pd], c1ccc(P(c2ccccc2)c2ccccc2)cc1, c1ccc(P(c2ccccc2)c2ccccc2)cc1, c1ccc(P(c2ccccc2)c2ccccc2)cc1, c1ccc(P(c2ccccc2)c2ccccc2)cc1, c1ccccc1. Yields the product Nc1ccc(-c2ccccc2Cl)cn1. Reaction SMILES: [C:9](=[O:10])([O-:11])[O-:12].[CH3:31][CH2:32][OH:33].[Cl:15][c:16]1[c:17]([B:22]([OH:23])[OH:24])[cH:18][cH:19][cH:20][cH:21]1.[NH2:1][c:2]1[n:3][cH:4][c:5]([Br:8])[cH:6][cH:7]1.[Na+:13].[Na+:14].[Pd:34].[c:35]1([P:36]([c:37]2[cH:38][cH:39][cH:40][cH:41][cH:42]2)[c:43]2[cH:44][cH:45][cH:46][cH:47][cH:48]2)[cH:49][cH:50][cH:51][cH:52][cH:53]1.[c:54]1([P:55]([c:56]2[cH:57][cH:58][cH:59][cH:60][cH:61]2)[c:62]2[cH:63][cH:64][cH:65][cH:66][cH:67]2)[cH:68][cH:69][cH:70][cH:71][cH:72]1.[c:73]1([P:74]([c:75]2[cH:76][cH:77][cH:78][cH:79][cH:80]2)[c:81]2[cH:82][cH:83][cH:84][cH:85][cH:86]2)[cH:87][cH:88][cH:89][cH:90][cH:91]1.[c:92]1([P:93]([c:94]2[cH:95][cH:96][cH:97][cH:98][cH:99]2)[c:100]2[cH:101][cH:102][cH:103][cH:104][cH:105]2)[cH:106][cH:107][cH:108][cH:109][cH:110]1.[cH:25]1[cH:26][cH:27][cH:28][cH:29][cH:30]1>>[NH2:1][c:2]1[n:3][cH:4][c:5](-[c:17]2[c:16]([Cl:15])[cH:21][cH:20][cH:19][cH:18]2)[cH:6][cH:7]1. The reactants are C(=O)O.NCC1CCN(CC1)S(=O)(=O)C1=CC=C(C=C1)NC(=O)NCC1=C(C=CC(=C1)F)F (N-(4-{[4-(aminomethyl)-1-piperidinyl]sulfonyl}phenyl)-N′-(2,5-difluorobenzyl)urea formate), ClC=1C=C(C=CC1OC[C@H]1OC1)O[Si](C1=CC=CC=C1)(C1=CC=CC=C1)C(C)(C)C (t-butyl(diphenyl)silyl 3-chloro-4-[(2S)oxiranylmethoxy]phenyl ether). Yields the product ClC1=C(OC[C@H](CNCC2CCN(CC2)S(=O)(=O)C2=CC=C(C=C2)NC(=O)NCC2=C(C=CC(=C2)F)F)O)C=CC(=C1)O (1-[4-(4-{[(2S)-3-(2-Chloro-4-hydroxy-phenoxy)-2-hydroxy-propylamino]-methyl}-piperidine-1-sulfonyl}-phenyl]-3-(2,5-difluoro-benzyl)-urea). The yield is 19.7%. Reaction SMILES: C(O)=O.[NH2:4][CH2:5][CH:6]1[CH2:11][CH2:10][N:9]([S:12]([C:15]2[CH:20]=[CH:19][C:18]([NH:21][C:22]([NH:24][CH2:25][C:26]3[CH:31]=[C:30]([F:32])[CH:29]=[CH:28][C:27]=3[F:33])=[O:23])=[CH:17][CH:16]=2)(=[O:14])=[O:13])[CH2:8][CH2:7]1.[Cl:34][C:35]1[CH:36]=[C:37]([O:46][Si](C(C)(C)C)(C2C=CC=CC=2)C2C=CC=CC=2)[CH:38]=[CH:39][C:40]=1[O:41][CH2:42][C@@H:43]1[CH2:45][O:44]1>>[Cl:34][C:35]1[CH:36]=[C:37]([OH:46])[CH:38]=[CH:39][C:40]=1[O:41][CH2:42][C@@H:43]([OH:44])[CH2:45][NH:4][CH2:5][CH:6]1[CH2:7][CH2:8][N:9]([S:12]([C:15]2[CH:16]=[CH:17][C:18]([NH:21][C:22]([NH:24][CH2:25][C:26]3[CH:31]=[C:30]([F:32])[CH:29]=[CH:28][C:27]=3[F:33])=[O:23])=[CH:19][CH:20]=2)(=[O:13])=[O:14])[CH2:10][CH2:11]1 |f:0.1|. Procedure: N-(4-{[4-(aminomethyl)-1-piperidinyl]sulfonyl}phenyl)-N′-(2,5-difluorobenzyl)urea formate (0.827 g, 1.72 mmol) was reacted with t-butyl(diphenyl)silyl 3-chloro-4-[(2S)oxiranylmethoxy]phenyl ether (0.516 9,1.17 mmol) according to example 37 to give the title compound (0.15 g, 0.23 mmol).